describe an organic reaction: reactants, conditions, products, and yield From a dataset of the Open Reaction Database (ORD), a public repository of structured organic reaction records. Starting materials: O1C(COCC1)C(C)=O (1-(1,4-dioxan-2-yl)ethanone), COC1=CC=C(C=C1)CN ((4-methoxyphenyl)methanamine), C(C)(=O)O[BH-](OC(C)=O)OC(C)=O.[Na+] (sodium triacetoxyborohydride). Run in ClCCCl (1,2-dichloroethane). Reaction conditions: time 3 hour. The product is O1C(COCC1)C(C)NCC1=CC=C(C=C1)OC (1-(1,4-dioxan-2-yl)-N-(4-methoxybenzyl)ethanamine). The yield is 70.8%. Reaction SMILES: [O:1]1[CH2:6][CH2:5][O:4][CH2:3][CH:2]1[C:7](=O)[CH3:8].[CH3:10][O:11][C:12]1[CH:17]=[CH:16][C:15]([CH2:18][NH2:19])=[CH:14][CH:13]=1.C(O[BH-](OC(=O)C)OC(=O)C)(=O)C.[Na+]>ClCCCl>[O:1]1[CH2:6][CH2:5][O:4][CH2:3][CH:2]1[CH:7]([NH:19][CH2:18][C:15]1[CH:16]=[CH:17][C:12]([O:11][CH3:10])=[CH:13][CH:14]=1)[CH3:8] |f:2.3|. Procedure details: To a solution of 1-(1,4-dioxan-2-yl)ethanone (12 g, 92.2 mmol) in 1,2-dichloroethane (100 mL) was added (4-methoxyphenyl)methanamine (25 g, 184.4 mmol) at room temperature. The mixture was allowed to stir for 3 hours, and then sodium triacetoxyborohydride (39 g, 184.4 mmol) was added. The resulting mixture was allowed to stir for 48 hours at room temperature. The reaction mixture was quenched by adding water, extracted with dichloromethane (100 mL×3). The combined organic phase was dried by anhy...